This data is from the Open Reaction Database (ORD), a public repository of structured organic reaction records. The task is: describe an organic reaction: reactants, conditions, products, and yield The reactants are [BH3-]C#N, O=C(Nc1ccc(CN(C(=O)OCc2ccccc2)C2CCCCC2)cc1)c1ccc(CNCc2ncc[nH]2)cc1, CC(=O)O, CO, [Na+], O=Cc1ncc[nH]1. The product is O=C(Nc1ccc(CN(C(=O)OCc2ccccc2)C2CCCCC2)cc1)c1ccc(CN(Cc2ncc[nH]2)Cc2ncc[nH]2)cc1. Reaction SMILES: [C:49]([BH3-:50])#[N:51].[CH2:1]([c:2]1[cH:3][cH:4][cH:5][cH:6][cH:7]1)[O:8][C:9]([N:10]([CH2:11][c:12]1[cH:13][cH:14][c:15]([NH:18][C:19]([c:20]2[cH:21][cH:22][c:23]([CH2:26][NH:27][CH2:28][c:29]3[nH:30][cH:31][cH:32][n:33]3)[cH:24][cH:25]2)=[O:34])[cH:16][cH:17]1)[CH:35]1[CH2:36][CH2:37][CH2:38][CH2:39][CH2:40]1)=[O:41].[CH3:53][C:54](=[O:55])[OH:56].[CH3:57][OH:58].[Na+:52].[nH:42]1[c:43]([CH:47]=[O:48])[n:44][cH:45][cH:46]1>>[CH2:1]([c:2]1[cH:3][cH:4][cH:5][cH:6][cH:7]1)[O:8][C:9]([N:10]([CH2:11][c:12]1[cH:13][cH:14][c:15]([NH:18][C:19]([c:20]2[cH:21][cH:22][c:23]([CH2:26][N:27]([CH2:28][c:29]3[n:30][cH:31][cH:32][nH:33]3)[CH2:47][c:43]3[nH:42][cH:46][cH:45][n:44]3)[cH:24][cH:25]2)=[O:34])[cH:16][cH:17]1)[CH:35]1[CH2:36][CH2:37][CH2:38][CH2:39][CH2:40]1)=[O:41]. Starting materials: BrC=1C=C(C(=O)NC2CC2)C=CC1Cl (3-Bromo-4-chloro-N-cyclopropylbenzamide), BrC=1C=C(C(=O)NC2CC2)C=CC1Cl (3-Bromo-4-chloro-N-cyclopropylbenzamide), C1(CC1)CNC(C1=CC=C(C=C1)B1OC(C(O1)(C)C)(C)C)=O (N-cyclopropylmethyl-4-(4,4,5,5-tetramethyl-[1,3,2]dioxaborolan-2-yl)benzamide), C1(CC1)CNC(C1=CC=C(C=C1)B1OC(C(O1)(C)C)(C)C)=O (N-cyclopropylmethyl-4-(4,4,5,5-tetramethyl-[1,3,2]dioxaborolan-2-yl)benzamide), C([O-])([O-])=O.[Na+].[Na+] (sodium carbonate), C(C)(=O)OCC (Ethyl acetate). Reagents/catalysts: C=1C=CC(=CC1)[P](C=2C=CC=CC2)(C=3C=CC=CC3)[Pd]([P](C=4C=CC=CC4)(C=5C=CC=CC5)C=6C=CC=CC6)([P](C=7C=CC=CC7)(C=8C=CC=CC8)C=9C=CC=CC9)[P](C=1C=CC=CC1)(C=1C=CC=CC1)C=1C=CC=CC1 (tetrakis(triphenylphosphine)palladium). Solvent: CN(C)C=O (DMF). Run at temperature 85 celsius. Product: ClC1=CC=C(C=C1C1=CC=C(C=C1)C(=O)NCC1CC1)C(=O)NC1CC1 (6-chloro-N3-cyclopropyl-N4′-(cyclopropylmethyl)-1,1′-biphenyl-3,4′-dicarboxamide). Reaction SMILES: Br[C:2]1[CH:3]=[C:4]([CH:11]=[CH:12][C:13]=1[Cl:14])[C:5]([NH:7][CH:8]1[CH2:10][CH2:9]1)=[O:6].[CH:15]1([CH2:18][NH:19][C:20](=[O:36])[C:21]2[CH:26]=[CH:25][C:24](B3OC(C)(C)C(C)(C)O3)=[CH:23][CH:22]=2)[CH2:17][CH2:16]1.C(=O)([O-])[O-].[Na+].[Na+].C(OCC)(=O)C>CN(C=O)C.C1C=CC([P]([Pd]([P](C2C=CC=CC=2)(C2C=CC=CC=2)C2C=CC=CC=2)([P](C2C=CC=CC=2)(C2C=CC=CC=2)C2C=CC=CC=2)[P](C2C=CC=CC=2)(C2C=CC=CC=2)C2C=CC=CC=2)(C2C=CC=CC=2)C2C=CC=CC=2)=CC=1>[Cl:14][C:13]1[C:2]([C:24]2[CH:25]=[CH:26][C:21]([C:20]([NH:19][CH2:18][CH:15]3[CH2:17][CH2:16]3)=[O:36])=[CH:22][CH:23]=2)=[CH:3][C:4]([C:5]([NH:7][CH:8]2[CH2:10][CH2:9]2)=[O:6])=[CH:11][CH:12]=1 |f:2.3.4,^1:57,59,78,97|. Procedure details: 3-Bromo-4-chloro-N-cyclopropylbenzamide (Intermediate 18, 55 mg), N-cyclopropylmethyl-4-(4,4,5,5-tetramethyl-[1,3,2]dioxaborolan-2-yl)benzamide (Intermediate 19, 60 mg), tetrakis(triphenylphosphine)palladium (5 mg) and aqueous sodium carbonate (2N, 0.5 ml) were mixed in DMF (1.2 ml) and heated at 85° C. under nitrogen for 18 hrs. Ethyl acetate was added to the cooled reaction, the reaction filtered and the filtrate reduced to dryness under vacuum. The residue was applied to a SPE cartridge (Si, ... The reactants are BrBr (Bromine), C(C)(=O)C=1C=CC2=C(NC(S2)=O)C1 (5-acetyl-2-benzothiazolinone). Solvent: C(Cl)Cl (methylene chloride), C(C)(=O)O (acetic acid). Yields the product BrCC(=O)C=1C=CC2=C(NC(S2)=O)C1 (5-bromoacetyl-2-benzothiazolinone). Yield: 58.8%. RXN SMILES: [Br:1]Br.[C:3]([C:6]1[CH:7]=[CH:8][C:9]2[S:13][C:12](=[O:14])[NH:11][C:10]=2[CH:15]=1)(=[O:5])[CH3:4]>C(Cl)Cl.C(O)(=O)C>[Br:1][CH2:4][C:3]([C:6]1[CH:7]=[CH:8][C:9]2[S:13][C:12](=[O:14])[NH:11][C:10]=2[CH:15]=1)=[O:5]. Procedure details: Bromine (2.4 g) was added to the solution of 5-acetyl-2-benzothiazolinone (2.9 g) in a mixture of methylene chloride (60 ml) and acetic acid (10 ml) at 32° C. to 35° C. with stirring and the mixture was stirred at the same temperature for an hour. The resulting precipitate was collected by filtration, washed with methylene chloride and dried over phosphorus pentoxide to give 5-bromoacetyl-2-benzothiazolinone (2.4 g). mp 249° C. (dec.) Starting materials: BrC1=CC=C(C=O)C=C1 (4-bromobenzaldehyde), Cl.NCCS (cysteamine HCl). The solvent is CCO (EtOH), O (water), CCO (EtOH). Product: BrC1=CC=C(C=C1)C1SCCN1 (2-(4-bromophenyl)-1,3-thiazolane). Isolated yield 68.0%. RXN SMILES: [Br:1][C:2]1[CH:9]=[CH:8][C:5]([CH:6]=O)=[CH:4][CH:3]=1.Cl.[NH2:11][CH2:12][CH2:13][SH:14]>CCO.O>[Br:1][C:2]1[CH:9]=[CH:8][C:5]([CH:6]2[NH:11][CH2:12][CH2:13][S:14]2)=[CH:4][CH:3]=1 |f:1.2|. Reported procedure: To a solution of 4-bromobenzaldehyde (2.5 g, 13.5 mmol) in EtOH (15 ml) was added a solution of cysteamine HCl (0.5 g, 4.4 mmol) in water (5 ml) dropwise with stirring. The solution was then stirred at RT for 18 h before the bulk of the EtOH was removed by rotary evaporator. The residue was diluted with water (15 ml) and extracted with ether (3×20 ml) to remove excess aldehyde. The acidic aqueous layer was then basified with the slow addition of solid sodium carbonate (0.3 g) to give a heavy whi... The reactants are C1CCOC1, CC(C)(C)OC(=O)NCCF, [H-], CI, [Na+]. The product is CN(CCF)C(=O)OC(C)(C)C. Reaction SMILES: [CH2:16]1[O:17][CH2:18][CH2:19][CH2:20]1.[F:1][CH2:2][CH2:3][NH:4][C:5]([O:6][C:7]([CH3:8])([CH3:9])[CH3:10])=[O:11].[H-:12].[I:14][CH3:15].[Na+:13]>>[F:1][CH2:2][CH2:3][N:4]([C:5]([O:6][C:7]([CH3:8])([CH3:9])[CH3:10])=[O:11])[CH3:15]. Starting materials: Cl (HCl), product, FC1=C(C(=CC=C1F)C(=O)NOCCO)NC1=CC=C(C(=O)OC)C=C1 (methyl 4-[[2,3-difluoro-6-[[(2-hydroxyethoxy)amino]carbonyl]phenyl]amino]benzoate), [OH-].[Na+] (NaOH). Run in C(C)O (ethanol). Reaction conditions: time 15 hour. Yields the product FC1=C(C(=CC=C1F)C(=O)NOCCO)NC1=CC=C(C(=O)O)C=C1 (4-[[2,3-difluoro-6-[[(2-hydroxyethoxy)amino]carbonyl]phenyl]-amino]benzoic acid). Yield: 56.8%. Reaction SMILES: [F:1][C:2]1[C:7]([F:8])=[CH:6][CH:5]=[C:4]([C:9]([NH:11][O:12][CH2:13][CH2:14][OH:15])=[O:10])[C:3]=1[NH:16][C:17]1[CH:26]=[CH:25][C:20]([C:21]([O:23]C)=[O:22])=[CH:19][CH:18]=1.[OH-].[Na+].Cl>C(O)C>[F:1][C:2]1[C:7]([F:8])=[CH:6][CH:5]=[C:4]([C:9]([NH:11][O:12][CH2:13][CH2:14][OH:15])=[O:10])[C:3]=1[NH:16][C:17]1[CH:26]=[CH:25][C:20]([C:21]([OH:23])=[O:22])=[CH:19][CH:18]=1 |f:1.2|. Procedure: The product of Example 17, Step A, methyl 4-[[2,3-difluoro-6-[[(2-hydroxyethoxy)amino]carbonyl]phenyl]amino]benzoate (306 mg, 0.84 mmol) was dissolved in ethanol (40 mL), to which was added 1 M NaOH solution (40 mL). This mixture was stirred at room temperature for 15 hours, then poured into 1 M HCl solution (100 mL). The resulting precipitate was extracted with EtOAc (3×80 mL) and the combined EtOAc extracts then combined and washed with water (2×100 mL) and saturated NaCl (100 mL). The organic...